This data is from the Open Reaction Database (ORD), a public repository of structured organic reaction records. The task is: describe an organic reaction: reactants, conditions, products, and yield Reactants: FC1=C(C(=O)O)C(=CC=C1)F (2,6-difluorobenzoic acid), C(C)O (ethanol), N,N'-carbonyldiimidazole, NC1=NC2=NC(=CC=C2C=C1)OC (2-amino-7-methoxy-1,8-naphthyridine). Solvent: O (water). Reaction conditions: temperature 4 celsius. Product: COC1=CC=C2C=CC(=NC2=N1)NC(C1=C(C=CC=C1F)F)=O (N-(7-methoxy-1,8-naphthyridin-2-yl)-2,6-difluorobenzamide). The yield is 40.4%. Reaction SMILES: [F:1][C:2]1[CH:10]=[CH:9][CH:8]=[C:7]([F:11])[C:3]=1[C:4]([OH:6])=O.[NH2:12][C:13]1[CH:22]=[CH:21][C:20]2[C:15](=[N:16][C:17]([O:23][CH3:24])=[CH:18][CH:19]=2)[N:14]=1.C(O)C>O>[CH3:24][O:23][C:17]1[N:16]=[C:15]2[C:20]([CH:21]=[CH:22][C:13]([NH:12][C:4](=[O:6])[C:3]3[C:7]([F:11])=[CH:8][CH:9]=[CH:10][C:2]=3[F:1])=[N:14]2)=[CH:19][CH:18]=1. Procedure details: The procedure is similar to that described in Example 1, but starting with 2,6-difluorobenzoic acid (5.1 g), N,N'-carbonyldiimidazole (5.2 g) and 2-amino-7-methoxy-1,8-naphthyridine (4.4 g). The product produced by precipitation in water (4.5 g; m.p. 215°-217° C.) is dissolved in boiling ethanol (70 cc). After 1 hour's cooling at 4° C., the crystallised solid is separated by filtration, washed with ethanol (10 cc) and dried at 45° C. under reduced pressure (0.067 kPa). N-(7-methoxy-1,8-naphthyri... Reactants: C1(=CC=CC=C1)C1(OC2=C(O1)C=CC=C2)CC(=O)NO ((2-Phenyl-1,3-benzodioxol-2-yl)acetohydroxamic acid). Run in C(C)(=O)OCC (ethyl acetate). Yields the product CC1(OC2=C(O1)C=CC=C2)CC(=O)NO ((2-Methyl-1,3-benzodioxol-2-yl)acetohydroxamic acid). Reaction SMILES: [C:1]1([C:7]2([CH2:16][C:17]([NH:19][OH:20])=[O:18])[O:11][C:10]3[CH:12]=[CH:13][CH:14]=[CH:15][C:9]=3[O:8]2)C=CC=CC=1>C(OCC)(=O)C>[CH3:1][C:7]1([CH2:16][C:17]([NH:19][OH:20])=[O:18])[O:11][C:10]2[CH:12]=[CH:13][CH:14]=[CH:15][C:9]=2[O:8]1. Procedure details: (2-Phenyl-1,3-benzodioxol-2-yl)acetohydroxamic acid (m.p. 120°-21°C. from ethyl acetate can be similarly prepared). Starting materials: FC1=C(C(=CC=C1)F)N1N=C(C=2C(=NC=CC21)OC)C=2C=C(SC2)C(=O)OC (methyl 4-(1-(2,6-difluorophenyl)-4-methoxy-1H-pyrazolo[4,3-c]pyridin-3-yl)thiophene-2-carboxylate), [I-].[Na+] (sodium iodide), Cl[Si](C)(C)C (chloro(trimethyl)silane), C(O)([O-])=O.[Na+] (sodium hydrogencarbonate). Run in C(C)#N (acetonitrile). Reaction conditions: temperature 50 celsius, time 30 minute. Product: FC1=C(C(=CC=C1)F)N1N=C(C=2C(NC=CC21)=O)C=2C=C(SC2)C(=O)OC (methyl 4-(1-(2,6-difluorophenyl)-4-oxo-4,5-dihydro-1H-pyrazolo[4,3-c]pyridin-3-yl)thiophene-2-carboxylate). Yield: 90.7%. RXN SMILES: [F:1][C:2]1[CH:7]=[CH:6][CH:5]=[C:4]([F:8])[C:3]=1[N:9]1[C:17]2[CH:16]=[CH:15][N:14]=[C:13]([O:18]C)[C:12]=2[C:11]([C:20]2[CH:21]=[C:22]([C:25]([O:27][CH3:28])=[O:26])[S:23][CH:24]=2)=[N:10]1.[I-].[Na+].Cl[Si](C)(C)C.C(=O)([O-])O.[Na+]>C(#N)C>[F:8][C:4]1[CH:5]=[CH:6][CH:7]=[C:2]([F:1])[C:3]=1[N:9]1[C:17]2[CH:16]=[CH:15][NH:14][C:13](=[O:18])[C:12]=2[C:11]([C:20]2[CH:21]=[C:22]([C:25]([O:27][CH3:28])=[O:26])[S:23][CH:24]=2)=[N:10]1 |f:1.2,4.5|. Procedure: To a solution of methyl 4-(1-(2,6-difluorophenyl)-4-methoxy-1H-pyrazolo[4,3-c]pyridin-3-yl)thiophene-2-carboxylate (42.5 mg) in acetonitrile (4 mL) were added sodium iodide (39.7 mg) and chloro(trimethyl)silane (0.134 mL), and the mixture was stirred at 50° C. for 30 min. To the reaction mixture was added saturated aqueous sodium hydrogencarbonate solution, and the mixture was extracted with ethyl acetate. The organic layer was washed with saturated brine, dried over anhydrous sodium sulfate, an... Starting materials: Cc1cc(C)c2c(CBr)nsc2c1, CCC(C(=O)OC(C)(C)C)n1c(=O)[nH]c2cccnc2c1=O, O=C([O-])[O-], [K+], [K+], O. Yields the product CCC(C(=O)OC(C)(C)C)n1c(=O)c2ncccc2n(Cc2nsc3cc(C)cc(C)c23)c1=O. As a reaction SMILES: [Br:23][CH2:24][c:25]1[n:26][s:27][c:28]2[c:29]1[c:30]([CH3:35])[cH:31][c:32]([CH3:34])[cH:33]2.[C:1]([CH3:2])([CH3:3])([CH3:4])[O:5][C:6]([CH:7]([CH2:8][CH3:9])[n:10]1[c:11](=[O:21])[nH:12][c:13]2[c:14]([c:15]1=[O:16])[n:17][cH:18][cH:19][cH:20]2)=[O:22].[C:36](=[O:37])([O-:38])[O-:39].[K+:40].[K+:41].[OH2:42]>>[C:1]([CH3:2])([CH3:3])([CH3:4])[O:5][C:6]([CH:7]([CH2:8][CH3:9])[n:10]1[c:11](=[O:21])[n:12]([CH2:24][c:25]2[n:26][s:27][c:28]3[c:29]2[c:30]([CH3:35])[cH:31][c:32]([CH3:34])[cH:33]3)[c:13]2[c:14]([c:15]1=[O:16])[n:17][cH:18][cH:19][cH:20]2)=[O:22]. Reactants: ClC=1N=C(C=2N=CN([C@H]3[C@H](O)[C@H](O)[C@@H](CO)O3)C2N1)N (2-chloroadenosine), S.[Na] (sodium hydrogen sulfide). Solvent: CN(C=O)C (dimethylformamide). Product: C1=NC2=C(NC(=S)N=C2N1[C@H]3[C@@H]([C@@H]([C@H](O3)CO)O)O)N (2-thioadenosine), ( IV ). Yield: 100.0%. Reaction SMILES: Cl[C:2]1[N:3]=[C:4]([NH2:20])[C:5]2[N:6]=[CH:7][N:8]([C:18]=2[N:19]=1)[C@@H:9]1[O:17][C@H:14]([CH2:15][OH:16])[C@@H:12]([OH:13])[C@H:10]1[OH:11].[SH2:21].[Na]>CN(C)C=O>[CH:7]1[N:8]([C@@H:9]2[O:17][C@H:14]([CH2:15][OH:16])[C@@H:12]([OH:13])[C@H:10]2[OH:11])[C:18]2[C:5](=[C:4]([NH2:20])[NH:3][C:2]([N:19]=2)=[S:21])[N:6]=1 |f:1.2,^1:21|. Procedure: The starting material, the 2-thioadenosine of the formula (IV), used in the above Process 2 can be obtained in high yield from 2-chloroadenosine of the formula (II) by the procedure disclosed in Japanese Patent Application OPI No. 52,795/1973. That is, 2-chloroadenosine is reacted with sodium hydrogen sulfide in a solvent such as dimethylformamide at a temperature of about 50°C to 100°C to obtain the desired 2-thioadenosine of the formula (IV) in about 100% yield. The preparation of the starting... Starting materials: CS(C)=O, O=[N+]([O-])c1ccc2nn(CCN3CCOCC3)cc2c1. Product: Nc1ccc2nn(CCN3CCOCC3)cc2c1. RXN SMILES: [CH3:21][S:22]([CH3:23])=[O:24].[O:1]1[CH2:2][CH2:3][N:4]([CH2:7][CH2:8][n:9]2[n:10][c:11]3[cH:12][cH:13][c:14]([N+:18]([O-:19])=[O:20])[cH:15][c:16]3[cH:17]2)[CH2:5][CH2:6]1>>[O:1]1[CH2:2][CH2:3][N:4]([CH2:7][CH2:8][n:9]2[n:10][c:11]3[cH:12][cH:13][c:14]([NH2:18])[cH:15][c:16]3[cH:17]2)[CH2:5][CH2:6]1. Starting materials: Cc1ccccc1, CC(=O)CC(O)CCSc1cccc(C(F)(F)F)c1, O=C(O)C(=O)O. Yields the product CC(=O)C=CCCSc1cccc(C(F)(F)F)c1. As a reaction SMILES: [CH3:26][c:27]1[cH:28][cH:29][cH:30][cH:31][cH:32]1.[OH:1][CH:2]([CH2:3][C:4]([CH3:5])=[O:6])[CH2:7][CH2:8][S:9][c:10]1[cH:11][c:12]([C:16]([F:17])([F:18])[F:19])[cH:13][cH:14][cH:15]1.[OH:20][C:21]([C:22](=[O:23])[OH:24])=[O:25]>>[CH:2](=[CH:3][C:4]([CH3:5])=[O:6])[CH2:7][CH2:8][S:9][c:10]1[cH:11][c:12]([C:16]([F:17])([F:18])[F:19])[cH:13][cH:14][cH:15]1.